describe an organic reaction: reactants, conditions, products, and yield From a dataset of the Open Reaction Database (ORD), a public repository of structured organic reaction records. The reactants are F[B-](F)(F)F, COCC(N)(C(=O)O)C(=O)OC(C)(C)C, CNc1ccc(N2CCOCC2=O)c(C)c1, CN(C)C=O, CN(C)C(On1nnc2ccccc21)=[N+](C)C. Product: COCC(N)(C(=O)OC(C)(C)C)C(=O)N(C)c1ccc(N2CCOCC2=O)c(C)c1. RXN SMILES: [B-:32]([F:33])([F:34])([F:35])[F:36].[C:1](=[O:2])([O:3][C:4]([CH3:5])([CH3:6])[CH3:7])[C:8]([C:9](=[O:10])[OH:11])([CH2:12][O:13][CH3:14])[NH2:15].[CH3:16][c:17]1[cH:18][c:19]([NH:20][CH3:21])[cH:22][cH:23][c:24]1[N:25]1[C:26](=[O:31])[CH2:27][O:28][CH2:29][CH2:30]1.[O:54]=[CH:55][N:56]([CH3:57])[CH3:58].[n:37]1([O:38][C:39]([N:40]([CH3:41])[CH3:42])=[N+:43]([CH3:44])[CH3:45])[c:46]2[cH:47][cH:48][cH:49][cH:50][c:51]2[n:52][n:53]1>>[C:1](=[O:2])([O:3][C:4]([CH3:5])([CH3:6])[CH3:7])[C:8]([C:9](=[O:11])[N:20]([c:19]1[cH:18][c:17]([CH3:16])[c:24]([N:25]2[C:26](=[O:31])[CH2:27][O:28][CH2:29][CH2:30]2)[cH:23][cH:22]1)[CH3:21])([CH2:12][O:13][CH3:14])[NH2:15]. Reactants: O1C2=C(C=C1)C=C(C=C2)C2OC2 (2-(benzo[b]furan-5-yl)oxirane), C(=O)N1C(CN(CC1)C=O)CO (1,4-diformyl-2-piperazinemethanol), N1=CC(=CC=C1)CO (3-pyridinemethanol), S1C2=C(C=C1)C=C(C=C2)C2OC2 (2-(benzo[b]thiophen-5-yl)oxirane). The product is S1C2=C(C=C1)C=C(C=C2)C(COCC2N(CCN(C2)C=O)C=O)O (1-(benzo[b]thiophen-5-yl)-2-[(1,4-diformylpiperazin-2-yl)methoxy]ethanol). RXN SMILES: O1C=CC2C=C(C3CO3)C=CC1=2.N1C=CC=C(CO)C=1.[S:21]1[CH:25]=[CH:24][C:23]2[CH:26]=[C:27]([CH:30]3[CH2:32][O:31]3)[CH:28]=[CH:29][C:22]1=2.[CH:33]([N:35]1[CH2:40][CH2:39][N:38]([CH:41]=[O:42])[CH2:37][CH:36]1[CH2:43][OH:44])=[O:34]>>[S:21]1[CH:25]=[CH:24][C:23]2[CH:26]=[C:27]([CH:30]([OH:31])[CH2:32][O:44][CH2:43][CH:36]3[CH2:37][N:38]([CH:41]=[O:42])[CH2:39][CH2:40][N:35]3[CH:33]=[O:34])[CH:28]=[CH:29][C:22]1=2. Procedure: The same procedure as in Production Example 43 was repeated, except that the 2-(benzo[b]furan-5-yl)oxirane and the 3-pyridinemethanol were replaced by 2-(benzo[b]thiophen-5-yl)oxirane and 1,4-diformyl-2-piperazinemethanol, respectively, to obtain oily 1-(benzo[b]thiophen-5-yl)-2-[(1,4-diformylpiperazin-2-yl)methoxy]ethanol (compound No. 354). Starting materials: OS(=O)(=O)O (H2SO4), NCCC(=O)N[C@@H](CC1=CNC=N1)C(=O)O (βAla-His), N(C(=N)N)CCC(=O)N[C@@H](CC1=CNC=N1)C(=O)O (beta-guanidinopropionyl-L-histidine), C(C)SC(N)=N (S-ethylisothiourea). Solvent: O (H2O). The product is N(C(=N)N)CCC(=O)O (beta-guanidinopropionic acid), N[C@@H](CC1=CNC=N1)C(=O)O (histidine). As a reaction SMILES: [NH:1]([CH2:5][CH2:6][C:7]([NH:9][C@H:10]([C:17]([OH:19])=[O:18])[CH2:11][C:12]1[N:16]=[CH:15][NH:14][CH:13]=1)=[O:8])[C:2]([NH2:4])=[NH:3].C(SC(=N)N)C.[OH:26]S(O)(=O)=O.NCCC(N[C@H](C(O)=O)CC1N=CNC=1)=O>O>[NH:1]([CH2:5][CH2:6][C:7]([OH:8])=[O:26])[C:2]([NH2:4])=[NH:3].[NH2:9][C@H:10]([C:17]([OH:19])=[O:18])[CH2:11][C:12]1[N:16]=[CH:15][NH:14][CH:13]=1. Reported procedure: To prepare beta-guanidinopropionyl-L-histidine.H2O, (n=2) S-ethylisothiourea.H2SO4 (5.0 g) and βAla-His (5.3 g) were reacted by the procedure described in Example 1: yield, 38.8%; mp, 121°-124° C., decomp. Hydrolysis as described in Example 1 gave beta-guanidinopropionic acid and histidine tlc. The reactants are CCI, COc1ccc(-c2cc(=Nc3c(C)cc(C)cc3C)n(C)c(=O)[nH]2)cc1OC, CN(C)C=O, [K+], [OH-], O. Product: CCn1c(-c2ccc(OC)c(OC)c2)cc(=Nc2c(C)cc(C)cc2C)n(C)c1=O. RXN SMILES: [CH2:31]([CH3:32])[I:33].[CH3:1][O:2][c:3]1[cH:4][c:5](-[c:11]2[cH:12][c:13](=[N:19][c:20]3[c:21]([CH3:28])[cH:22][c:23]([CH3:27])[cH:24][c:25]3[CH3:26])[n:14]([CH3:18])[c:15](=[O:17])[nH:16]2)[cH:6][cH:7][c:8]1[O:9][CH3:10].[CH3:35][N:36]([CH3:37])[CH:38]=[O:39].[K+:30].[OH-:29].[OH2:34]>>[CH3:1][O:2][c:3]1[cH:4][c:5](-[c:11]2[cH:12][c:13](=[N:19][c:20]3[c:21]([CH3:28])[cH:22][c:23]([CH3:27])[cH:24][c:25]3[CH3:26])[n:14]([CH3:18])[c:15](=[O:17])[n:16]2[CH2:31][CH3:32])[cH:6][cH:7][c:8]1[O:9][CH3:10].